This data is from the Open Reaction Database (ORD), a public repository of structured organic reaction records. The task is: describe an organic reaction: reactants, conditions, products, and yield Starting materials: C(Cl)Cl.C(C)(=O)OCC (methylene chloride ethyl acetate), FC(COC(C1=C(NC(=C(C1C1=CC(=CC=C1)[N+](=O)[O-])C(CS(NC(C)C)(=O)=O)=O)C)C)=O)(F)F (1,4-dihydro-5-[(isopropylsulfamoyl)acetyl]-2,6-dimethyl-4-(3-nitrophenyl)nicotinic acid 2,2,2-trifluoroethyl ester), [BH4-].[Na+] (sodium borohydride). Run in C(C)(C)O (isopropanol). Product: FC(COC(C1=C(NC(=C(C1C1=CC(=CC=C1)[N+](=O)[O-])\C=C\S(NC(C)C)(=O)=O)C)C)=O)(F)F (1,4-dihydro-5-[(E)-2-(isopropylsulfamoyl)vinyl]-2,6-dimethyl-4-(3-nitrophenyl)nicotinic acid 2,2,2-trifluoroethyl ester). Isolated yield 82.7%. RXN SMILES: [F:1][C:2]([F:35])([F:34])[CH2:3][O:4][C:5](=[O:33])[C:6]1[CH:11]([C:12]2[CH:17]=[CH:16][CH:15]=[C:14]([N+:18]([O-:20])=[O:19])[CH:13]=2)[C:10]([C:21](=O)[CH2:22][S:23](=[O:29])(=[O:28])[NH:24][CH:25]([CH3:27])[CH3:26])=[C:9]([CH3:31])[NH:8][C:7]=1[CH3:32].[BH4-].[Na+].C(Cl)Cl.C(OCC)(=O)C>C(O)(C)C>[F:34][C:2]([F:1])([F:35])[CH2:3][O:4][C:5](=[O:33])[C:6]1[CH:11]([C:12]2[CH:17]=[CH:16][CH:15]=[C:14]([N+:18]([O-:20])=[O:19])[CH:13]=2)[C:10](/[CH:21]=[CH:22]/[S:23](=[O:28])(=[O:29])[NH:24][CH:25]([CH3:27])[CH3:26])=[C:9]([CH3:31])[NH:8][C:7]=1[CH3:32] |f:1.2,3.4|. Procedure: Analogously to Example 18, a solution of 1.56 g of 1,4-dihydro-5-[(isopropylsulfamoyl)acetyl]-2,6-dimethyl-4-(3-nitrophenyl)nicotinic acid 2,2,2-trifluoroethyl ester in 15 ml of isopropanol was treated with 0.12 g (3 mmol) of sodium borohydride. After chromatography with methylene chloride/ethyl acetate (4:1) as the elution agent there were obtained 1.25 g of 1,4-dihydro-5-[(E)-2-(isopropylsulfamoyl)vinyl]-2,6-dimethyl-4-(3-nitrophenyl)nicotinic acid 2,2,2-trifluoroethyl ester in the form of yel...